From a dataset of the Open Reaction Database (ORD), a public repository of structured organic reaction records. describe an organic reaction: reactants, conditions, products, and yield RXN SMILES: [Br:43][c:44]1[n:45]([CH3:49])[cH:46][cH:47][n:48]1.[CH2:1]([CH3:2])[O:3][C:4]([CH2:5][c:6]1[cH:7][c:8]([O:12][c:13]2[c:14]([CH2:28][N:29]3[C:30](=[O:41])[O:31][CH:32]([c:35]4[cH:36][cH:37][cH:38][cH:39][cH:40]4)[CH:33]3[CH3:34])[cH:15][c:16]([B:19]3[O:20][C:21]([CH3:22])([CH3:23])[C:24]([CH3:25])([CH3:26])[O:27]3)[cH:17][cH:18]2)[cH:9][cH:10][cH:11]1)=[O:42]>>[CH2:1]([CH3:2])[O:3][C:4]([CH2:5][c:6]1[cH:7][c:8]([O:12][c:13]2[c:14]([CH2:28][N:29]3[C:30](=[O:41])[O:31][CH:32]([c:35]4[cH:36][cH:37][cH:38][cH:39][cH:40]4)[CH:33]3[CH3:34])[cH:15][c:16](-[c:44]3[n:45]([CH3:49])[cH:46][cH:47][n:48]3)[cH:17][cH:18]2)[cH:9][cH:10][cH:11]1)=[O:42]. Starting materials: Cn1ccnc1Br, CCOC(=O)Cc1cccc(Oc2ccc(B3OC(C)(C)C(C)(C)O3)cc2CN2C(=O)OC(c3ccccc3)C2C)c1. The product is CCOC(=O)Cc1cccc(Oc2ccc(-c3nccn3C)cc2CN2C(=O)OC(c3ccccc3)C2C)c1. Reactants: O=C(N=C=S)c1ccccc1, CO, CC(C)c1cc(CN)on1, N. Product: CC(C)c1cc(CNC(N)=S)on1. Reaction SMILES: [C:11](=[O:12])([c:13]1[cH:14][cH:15][cH:16][cH:17][cH:18]1)[N:19]=[C:20]=[S:21].[CH3:22][OH:23].[CH:1]([CH3:2])([CH3:3])[c:4]1[n:5][o:6][c:7]([CH2:9][NH2:10])[cH:8]1.[NH3:24]>>[CH:1]([CH3:2])([CH3:3])[c:4]1[n:5][o:6][c:7]([CH2:9][NH:10][C:20]([NH2:19])=[S:21])[cH:8]1. The reactants are COCCO, CO, CNCc1cc(C(=O)Nc2nc3c(OC)ccc(N4CCOCC4)c3s2)ccn1, ClCCl, [H-], [Na+], C1CCOC1. Product: COCCOCc1cc(C(=O)Nc2nc3c(OC)ccc(N4CCOCC4)c3s2)ccn1. RXN SMILES: [CH3:1][O:2][CH2:3][CH2:4][OH:5].[CH3:37][OH:38].[CH3:8][O:9][c:10]1[cH:11][cH:12][c:13]([N:31]2[CH2:32][CH2:33][O:34][CH2:35][CH2:36]2)[c:14]2[c:15]1[n:16][c:17]([NH:19][C:20]([c:21]1[cH:22][c:23]([CH2:27][NH:28][CH3:29])[n:24][cH:25][cH:26]1)=[O:30])[s:18]2.[Cl:39][CH2:40][Cl:41].[H-:6].[Na+:7].[O:42]1[CH2:43][CH2:44][CH2:45][CH2:46]1>>[CH3:1][O:2][CH2:3][CH2:4][O:5][CH2:27][c:23]1[cH:22][c:21]([C:20]([NH:19][c:17]2[n:16][c:15]3[c:10]([O:9][CH3:8])[cH:11][cH:12][c:13]([N:31]4[CH2:32][CH2:33][O:34][CH2:35][CH2:36]4)[c:14]3[s:18]2)=[O:30])[cH:26][cH:25][n:24]1. Starting materials: C(C1=CC=CC=C1)(=O)N1CC=2C=C3O[C@H](C(NC3=CC2CC1C(=O)O)=O)C1=CC=C(C=C1)OCC1=CC(=C(C=C1)Cl)Cl ((S)-6-Benzoyl-3-[4-(3,4-dichloro-benzyloxy)-phenyl]-2-oxo-2,3,5,6,7,8-hexahydro-1H-4-oxa-1,6-diaza-anthracene-7-carboxylic acid), Cl.COC([C@H](CC1=CC=C(C=C1)C1=CC=C(C=C1)Cl)N)=O ((S)-2-amino-3-(4′-chloro-biphenyl-4-yl)-propionic acid methyl ester hydrochloride). Yields the product COC([C@H](CC1=CC=C(C=C1)C1=CC=C(C=C1)Cl)NC(=O)C1N(CC=2C=C3O[C@H](C(NC3=CC2C1)=O)C1=CC=C(C=C1)OCC1=CC(=C(C=C1)Cl)Cl)C(C1=CC=CC=C1)=O)=O ((S)-2-({(S)-6-Benzoyl-3-[4-(3,4-dichloro-benzyloxy)-phenyl]-2-oxo-2,3,5,6,7,8-hexahydro-1H-4-oxa-1,6-diaza-anthracene-7-carbonyl}-amino)-3-(4′-chloro-biphenyl-4-yl)-propionic acid methyl ester). RXN SMILES: [C:1]([N:9]1[CH:22]([C:23](O)=[O:24])[CH2:21][C:20]2[CH:19]=[C:18]3[C:13]([O:14][C@@H:15]([C:27]4[CH:32]=[CH:31][C:30]([O:33][CH2:34][C:35]5[CH:40]=[CH:39][C:38]([Cl:41])=[C:37]([Cl:42])[CH:36]=5)=[CH:29][CH:28]=4)[C:16](=[O:26])[NH:17]3)=[CH:12][C:11]=2[CH2:10]1)(=[O:8])[C:2]1[CH:7]=[CH:6][CH:5]=[CH:4][CH:3]=1.Cl.[CH3:44][O:45][C:46](=[O:63])[C@@H:47]([NH2:62])[CH2:48][C:49]1[CH:54]=[CH:53][C:52]([C:55]2[CH:60]=[CH:59][C:58]([Cl:61])=[CH:57][CH:56]=2)=[CH:51][CH:50]=1>>[CH3:44][O:45][C:46](=[O:63])[C@@H:47]([NH:62][C:23]([CH:22]1[CH2:21][C:20]2[CH:19]=[C:18]3[C:13]([O:14][C@@H:15]([C:27]4[CH:32]=[CH:31][C:30]([O:33][CH2:34][C:35]5[CH:40]=[CH:39][C:38]([Cl:41])=[C:37]([Cl:42])[CH:36]=5)=[CH:29][CH:28]=4)[C:16](=[O:26])[NH:17]3)=[CH:12][C:11]=2[CH2:10][N:9]1[C:1](=[O:8])[C:2]1[CH:3]=[CH:4][CH:5]=[CH:6][CH:7]=1)=[O:24])[CH2:48][C:49]1[CH:54]=[CH:53][C:52]([C:55]2[CH:60]=[CH:59][C:58]([Cl:61])=[CH:57][CH:56]=2)=[CH:51][CH:50]=1 |f:1.2|. Procedure details: (S)-2-({(S)-6-Benzoyl-3-[4-(3,4-dichloro-benzyloxy)-phenyl]-2-oxo-2,3,5,6,7,8-hexahydro-1H-4-oxa-1,6-diaza-anthracene-7-carbonyl}-amino)-3-(4′-chloro-biphenyl-4-yl)-propionic acid methyl ester (71 mg, LC/MS: m/z 878) was prepared from Intermediate D (100 mg) and (S)-2-amino-3-(4′-chloro-biphenyl-4-yl)-propionic acid methyl ester hydrochloride according to general procedure A. The reactants are C(C)(C)(C)OC(=O)N(C(=O)OC(C)(C)C)C1=NC=C(C(=C1)C)Br (2-[N,N-bis(tert-butoxycarbonyl)amino]-5-bromo-4-methylpyridin), C(C)(C)(C)[Si](OC[Sn](CCCC)(CCCC)CCCC)(C)C (tert-butyl-dimethyl-tributylstannanylmethoxy-silane), ClCCCl (1,2dichloroethane), [F-].[K+] (potassium fluoride), C(C)OCC (diethyl ether). Reagents/catalysts: Cl[Pd]([P](C1=CC=CC=C1)(C2=CC=CC=C2)C3=CC=CC=C3)([P](C4=CC=CC=C4)(C5=CC=CC=C5)C6=CC=CC=C6)Cl (bis(triphenylphosphine)palladium(II) dichloride). Conditions: temperature 0 celsius, time 30 minute. Product: C(C)(C)(C)OC(=O)N(C(=O)OC(C)(C)C)C1=NC=C(C(=C1)C)C(O[SiH2]C(C)(C)C)(C)C (2-[N,N-bis(tert-butoxycarbonyl)amino]-5-(tert-butyl-dimethyl-silanyloxymethyl)-4-methylpyridin). Isolated yield 57.0%. As a reaction SMILES: [C:1]([O:5][C:6]([N:8]([C:16]1[CH:21]=[C:20]([CH3:22])[C:19](Br)=[CH:18][N:17]=1)[C:9]([O:11][C:12]([CH3:15])([CH3:14])[CH3:13])=[O:10])=[O:7])([CH3:4])([CH3:3])[CH3:2].[C:24]([Si:28](C)(C)OC[Sn](CCCC)(CCCC)CCCC)([CH3:27])([CH3:26])[CH3:25].C([O:48][CH2:49][CH3:50])C.[F-].[K+].Cl[CH2:54]CCl>Cl[Pd](Cl)([P](C1C=CC=CC=1)(C1C=CC=CC=1)C1C=CC=CC=1)[P](C1C=CC=CC=1)(C1C=CC=CC=1)C1C=CC=CC=1>[C:1]([O:5][C:6]([N:8]([C:16]1[CH:21]=[C:20]([CH3:22])[C:19]([C:49]([CH3:50])([CH3:54])[O:48][SiH2:28][C:24]([CH3:27])([CH3:26])[CH3:25])=[CH:18][N:17]=1)[C:9]([O:11][C:12]([CH3:15])([CH3:14])[CH3:13])=[O:10])=[O:7])([CH3:4])([CH3:3])[CH3:2] |f:3.4,^1:59,78|. Reported procedure: A solution of 2-[N,N-bis(tert-butoxycarbonyl)amino]-5-bromo-4-methylpyridin (15.0 g, 38.70 mmol), tert-butyl-dimethyl-tributylstannanylmethoxy-silane (25.4 g, 58.3 mmol), and bis(triphenylphosphine)palladium(II) dichloride (0.90 g, 1.42 mmol) in 1,2dichloroethane (50 mL) was stirred at 90° C. for two days. The mixture was cooled to 0° C. and diethyl ether (200 mL) was added followed by saturated aqueous potassium fluoride (40 mL). The mixture was stirred vigourously for 30 min and filtered. The ... Reactants: CC(CO)CCCC1(C)CCCC2(CO1)OCCO2, ClCCl, O=[Cr](=O)=O, c1ccncc1. Product: CC(C=O)CCCC1(C)CCCC2(CO1)OCCO2. RXN SMILES: [CH2:11]1[O:12][C:13]2([CH2:14][CH2:15][CH2:16][C:17]([CH2:20][CH2:21][CH2:22][CH:23]([CH2:24][OH:25])[CH3:26])([CH3:27])[O:18][CH2:19]2)[O:28][CH2:29]1.[CH2:30]([Cl:31])[Cl:32].[O:7]=[Cr:8](=[O:9])=[O:10].[cH:1]1[cH:2][cH:3][n:4][cH:5][cH:6]1>>[CH2:11]1[O:12][C:13]2([CH2:14][CH2:15][CH2:16][C:17]([CH2:20][CH2:21][CH2:22][CH:23]([CH:24]=[O:25])[CH3:26])([CH3:27])[O:18][CH2:19]2)[O:28][CH2:29]1. Starting materials: CCOC(=O)C(c1ccc2c(c1)OCO2)C(O)C1CCCCC1, CCO, [Na+], [OH-]. Product: O=C(O)C(c1ccc2c(c1)OCO2)C(O)C1CCCCC1. Reaction SMILES: [CH2:1]1[O:2][c:3]2[cH:4][c:5]([CH:10]([C:11](=[O:12])[O:13][CH2:14][CH3:15])[CH:16]([OH:17])[CH:18]3[CH2:19][CH2:20][CH2:21][CH2:22][CH2:23]3)[cH:6][cH:7][c:8]2[O:9]1.[CH3:26][CH2:27][OH:28].[Na+:25].[OH-:24]>>[CH2:1]1[O:2][c:3]2[cH:4][c:5]([CH:10]([C:11](=[O:12])[OH:13])[CH:16]([OH:17])[CH:18]3[CH2:19][CH2:20][CH2:21][CH2:22][CH2:23]3)[cH:6][cH:7][c:8]2[O:9]1.